This data is from the Open Reaction Database (ORD), a public repository of structured organic reaction records. The task is: describe an organic reaction: reactants, conditions, products, and yield Starting materials: NC=1C(=C(C2=C(N(C(N(C2=O)C)=O)C)N1)C1=C(C=CC(=C1)F)OC)C#N (7-amino-5-(5-fluoro-2-methoxyphenyl)-1,3-dimethyl-2,4-dioxo-1,2,3,4-tetrahydropyrido[2,3-d]pyrimidine-6-carbonitrile), C26H29FN5O3, BrCCCC1=CC=CC=C1 ((3-bromopropyl)benzene), NCC1=C(C2=C(N(C(N(C2=O)C)=O)C)N=C1NCC1=CC2=CC=CC=C2C=C1)C1=C(C=CC(=C1)F)OC (6-(aminomethyl)-5-(5-fluoro-2-methoxyphenyl)-1,3-dimethyl-7-(naphthalen-2-ylmethylamino)pyrido[2,3-d]pyrimidine-2,4(1H,3H)-dione). Yields the product NCC1=C(C2=C(N(C(N(C2=O)C)=O)C)N=C1NCCCC1=CC=CC=C1)C1=C(C=CC(=C1)F)OC (6-(aminomethyl)-5-(5-fluoro-2-methoxyphenyl)-1,3-dimethyl-7-(3-phenylpropylamino)pyrido[2,3-d]pyrimidine-2,4(1H,3H)-dione). As a reaction SMILES: NC1C(C#N)=C(C2C=C(F)C=CC=2OC)C2C(=O)N(C)C(=O)N(C)C=2N=1.BrCCCC1C=CC=CC=1.[NH2:37][CH2:38][C:39]1[C:52]([NH:53][CH2:54][C:55]2C=C[C:62]3[C:57](=[CH:58][CH:59]=[CH:60][CH:61]=3)[CH:56]=2)=[N:51][C:42]2[N:43]([CH3:50])[C:44](=[O:49])[N:45]([CH3:48])[C:46](=[O:47])[C:41]=2[C:40]=1[C:65]1[CH:70]=[C:69]([F:71])[CH:68]=[CH:67][C:66]=1[O:72][CH3:73]>>[NH2:37][CH2:38][C:39]1[C:52]([NH:53][CH2:54][CH2:55][CH2:56][C:57]2[CH:62]=[CH:61][CH:60]=[CH:59][CH:58]=2)=[N:51][C:42]2[N:43]([CH3:50])[C:44](=[O:49])[N:45]([CH3:48])[C:46](=[O:47])[C:41]=2[C:40]=1[C:65]1[CH:70]=[C:69]([F:71])[CH:68]=[CH:67][C:66]=1[O:72][CH3:73]. Reported procedure: The synthesis of title compounds started from Compound 70a and (3-bromopropyl)benzene, according to procedures described in the synthesis of Compound 70. 1H NMR (400 MHz, CHLOROFORM-d) δ ppm 2.41-2.53 (m, 2H) 3.16 (m, 2H) 3.68 (s, 3H) 3.77-3.83 (m, 2H) 3.96 (s, 3H) 4.16 (s, 3H) 4.20 (d, J=14.4 Hz, 1H) 7.71 (d, J=5.6 Hz, 1H) 7.14-7.21 (m, 1H) 7.42-7.48 (dd J=8.8, 4.3 Hz 1H) 7.61-7.65 (m, 3H) 7.69-7.74 (m, 2H). MS [m+H] calc'd C26H29FN5O3 478; found 478. The reactants are [BH4-], CO, [Na+], O=Cc1ccc2ccccc2n1. The product is OCc1ccc2ccccc2n1. As a reaction SMILES: [BH4-:13].[CH3:15][OH:16].[Na+:14].[n:1]1[c:2]([CH:11]=[O:12])[cH:3][cH:4][c:5]2[cH:6][cH:7][cH:8][cH:9][c:10]12>>[n:1]1[c:2]([CH2:11][OH:12])[cH:3][cH:4][c:5]2[cH:6][cH:7][cH:8][cH:9][c:10]12. Reactants: C1COCCO1, CC1CN(C(=O)OC(C)(C)C)CCN1C1CCc2ccc(C(F)(F)F)cc21, Cl. Product: CC1CNCCN1C1CCc2ccc(C(F)(F)F)cc21. As a reaction SMILES: [CH2:29]1[O:30][CH2:31][CH2:32][O:33][CH2:34]1.[CH3:1][CH:2]1[CH2:3][N:4]([C:21]([O:22][C:23]([CH3:24])([CH3:25])[CH3:26])=[O:27])[CH2:5][CH2:6][N:7]1[CH:8]1[CH2:9][CH2:10][c:11]2[cH:12][cH:13][c:14]([C:17]([F:18])([F:19])[F:20])[cH:15][c:16]21.[ClH:28]>>[CH3:1][CH:2]1[CH2:3][NH:4][CH2:5][CH2:6][N:7]1[CH:8]1[CH2:9][CH2:10][c:11]2[cH:12][cH:13][c:14]([C:17]([F:18])([F:19])[F:20])[cH:15][c:16]21. Starting materials: ClC1=C(C(=O)OC(C)C)C=C(C(=C1)F)NC(=O)NC=1OCCC1C(=O)OCC (isopropyl 2-chloro-4-fluoro-5-{3-[3-(ethoxycarbonyl)-4,5-dihydro-furan-2-yl]ureido}-benzoate), [Na] (sodium). The solvent is C(C)(C)O.CN(C=O)C (isopropanol dimethylformamide). Product: ClC1=C(C(=O)OC(C)C)C=C(C(=C1)F)N1C(NC2=C(C1=O)CCO2)=O (isopropyl 2-chloro-4-fluoro-5-{1,2,5,6-tetrahydro-2,4-dioxo-furo[2,3-d]pyrimidin-3(4H)-yl}-benzoate). RXN SMILES: [Cl:1][C:2]1[CH:13]=[C:12]([F:14])[C:11]([NH:15][C:16]([NH:18][C:19]2[O:20][CH2:21][CH2:22][C:23]=2[C:24]([O:26]CC)=O)=[O:17])=[CH:10][C:3]=1[C:4]([O:6][CH:7]([CH3:9])[CH3:8])=[O:5].[Na]>C(O)(C)C.CN(C)C=O>[Cl:1][C:2]1[CH:13]=[C:12]([F:14])[C:11]([N:15]2[C:24](=[O:26])[C:23]3[CH2:22][CH2:21][O:20][C:19]=3[NH:18][C:16]2=[O:17])=[CH:10][C:3]=1[C:4]([O:6][CH:7]([CH3:9])[CH3:8])=[O:5] |f:2.3,^1:28|. Procedure: using isopropyl 2-chloro-4-fluoro-5-{3-[3-(ethoxycarbonyl)-4,5-dihydro-furan-2-yl]ureido}-benzoate with sodium isopropylate in an isopropanol/dimethylformamide mixture there is obtained isopropyl 2-chloro-4-fluoro-5-{1,2,5,6-tetrahydro-2,4-dioxo-furo[2,3-d]pyrimidin-3(4H)-yl}-benzoate, m.p. 213°-215° C., Reactants: C(CCl)Cl (EDC), FC1=CC(=C(C=C1)NC=1C2=C(N=CN1)SC(=C2C)C(=O)O)O[C@@H]2[C@H](CCCC2)OC (4-[4-fluoro-2-((1S,2S)-2-methoxy-cyclohexyloxy)-phenylamino]-5-methyl-thieno[2,3-d]pyrimidine-6-carboxylic acid), ON1C(CCC1=O)=O (N-hydroxysuccinimide). The solvent is CN(C)C=O (DMF), CCOC(=O)C (EtOAc). Reaction conditions: time 8 hour. The product is O=C1N(C(CC1)=O)OC(=O)C1=C(C2=C(N=CN=C2NC2=C(C=C(C=C2)F)O[C@@H]2[C@H](CCCC2)OC)S1)C (4-[4-Fluoro-2-((1S,2S)-2-methoxy-cyclohexyloxy)-phenylamino]-5-methyl-thieno[2,3-d]pyrimidine-6-carboxylic acid 2,5-dioxo-pyrrolidin-1-yl ester). RXN SMILES: C(Cl)CCl.[F:5][C:6]1[CH:11]=[CH:10][C:9]([NH:12][C:13]2[C:14]3[C:21]([CH3:22])=[C:20]([C:23]([OH:25])=[O:24])[S:19][C:15]=3[N:16]=[CH:17][N:18]=2)=[C:8]([O:26][C@H:27]2[CH2:32][CH2:31][CH2:30][CH2:29][C@@H:28]2[O:33][CH3:34])[CH:7]=1.O[N:36]1[C:40](=[O:41])[CH2:39][CH2:38][C:37]1=[O:42]>CN(C=O)C.CCOC(C)=O>[O:42]=[C:37]1[CH2:38][CH2:39][C:40](=[O:41])[N:36]1[O:24][C:23]([C:20]1[S:19][C:15]2[N:16]=[CH:17][N:18]=[C:13]([NH:12][C:9]3[CH:10]=[CH:11][C:6]([F:5])=[CH:7][C:8]=3[O:26][C@H:27]3[CH2:32][CH2:31][CH2:30][CH2:29][C@@H:28]3[O:33][CH3:34])[C:14]=2[C:21]=1[CH3:22])=[O:25]. Reported procedure: EDC (53 mg, 0.28 mmol) was added to a mixture of 0.100 g 4-[4-fluoro-2-((1S,2S)-2-methoxy-cyclohexyloxy)-phenylamino]-5-methyl-thieno[2,3-d]pyrimidine-6-carboxylic acid (cpd.42.2) and 0.040 g N-hydroxysuccinimide in 1 ml DMF. And stirred at rt overnight. The reaction mixture was diluted with EtOAc and washed with water and brine. The organic layer was passed through a hydrophobic frit and concentrated. The reactants are 68a, ClC=1C(=NC(=NC1)NC1=C(C=2C3CCC(CC2C=C1)N3)OC)N[C@H]3[C@@H](CCCC3)NS(=O)(=O)C (N-{(1R,2R)-2-[5-Chloro-2-(3-methoxy-12-aza-tricyclo[7.2.1.0*2,7*]dodeca-2(7),3,5-trien-4-ylamino)-pyrimidin-4-ylamino]-cyclohexyl}-methanesulfonamide), ICC (iodoethane). Yields the product ClC=1C(=NC(=NC1)NC1=C(C=2C3CCC(CC2C=C1)N3CC)OC)N[C@H]3[C@@H](CCCC3)NS(=O)(=O)C (N-{(1R,2R)-2-[5-Chloro-2-(12-ethyl-3-methoxy-12-aza-tricyclo[7.2.1.0*2,7*]dodeca-2(7),3,5-trien-4-ylamino)-pyrimidin-4-ylamino]-cyclohexyl}-methanesulfonamide). The yield is 23.0%. As a reaction SMILES: [Cl:1][C:2]1[C:3]([NH:23][C@@H:24]2[CH2:29][CH2:28][CH2:27][CH2:26][C@H:25]2[NH:30][S:31]([CH3:34])(=[O:33])=[O:32])=[N:4][C:5]([NH:8][C:9]2[CH:19]=[CH:18][C:17]3[CH2:16][CH:15]4[NH:20][CH:12]([CH2:13][CH2:14]4)[C:11]=3[C:10]=2[O:21][CH3:22])=[N:6][CH:7]=1.I[CH2:36][CH3:37]>>[Cl:1][C:2]1[C:3]([NH:23][C@@H:24]2[CH2:29][CH2:28][CH2:27][CH2:26][C@H:25]2[NH:30][S:31]([CH3:34])(=[O:33])=[O:32])=[N:4][C:5]([NH:8][C:9]2[CH:19]=[CH:18][C:17]3[CH2:16][CH:15]4[N:20]([CH2:36][CH3:37])[CH:12]([CH2:13][CH2:14]4)[C:11]=3[C:10]=2[O:21][CH3:22])=[N:6][CH:7]=1. Procedure details: Following a procedure analogous to 68a, N-{(1R,2R)-2-[5-Chloro-2-(3-methoxy-12-aza-tricyclo[7.2.1.0*2,7*]dodeca-2(7),3,5-trien-4-ylamino)-pyrimidin-4-ylamino]-cyclohexyl}-methanesulfonamide (25 mg, 0.049 mmol), iodoethane were converted to the title compound as a light pink solid (6 mg, 23%), as a mixture of diastereomers. 1HNMR (400 MHz, CDCl3) δ 7.9 (s, 1H), 7.7 (m, 1H), 7.4 (m, 1H), 7.2 (m, 1H), 5.7 (m, 1H), 3.8 (m, 1H), 3.7 (m, 1H), 3.5 (s, 3H), 3.3-3.0 (m, 3H), 2.9 (s, 3H), 2.8 (m, 1H), 2.6... Starting materials: BrCC(=O)C1=CC=C(C=C1)Br (2-bromo-1-(4-bromophenyl)-ethanone), FC=1C=C(C=CC1)NC(=S)N (3-fluorophenylthiourea). The product is BrC1=CC=C(C=C1)C=1N=C(SC1)NC1=CC(=CC=C1)F ([4-(4-Bromophenyl)-thiazol-2-yl]-(3-fluorophenyl)-amine). Reaction SMILES: Br[CH2:2][C:3]([C:5]1[CH:10]=[CH:9][C:8]([Br:11])=[CH:7][CH:6]=1)=O.[F:12][C:13]1[CH:14]=[C:15]([NH:19][C:20]([NH2:22])=[S:21])[CH:16]=[CH:17][CH:18]=1>>[Br:11][C:8]1[CH:9]=[CH:10][C:5]([C:3]2[N:22]=[C:20]([NH:19][C:15]3[CH:16]=[CH:17][CH:18]=[C:13]([F:12])[CH:14]=3)[S:21][CH:2]=2)=[CH:6][CH:7]=1. Procedure: The title compound is prepared analogously to Example 2-1 step B using 2-bromo-1-(4-bromophenyl)-ethanone and 3-fluorophenylthiourea: (M+H)+ 350.9.